From a dataset of the Open Reaction Database (ORD), a public repository of structured organic reaction records. describe an organic reaction: reactants, conditions, products, and yield The reactants are solid, C(C)OC(=O)C1(CC(NCC1)=O)CCOC (4-(2-methoxy-ethyl)-2-oxo-piperidine-4-carboxylic acid ethyl ester), FC(CC1=CC=C(N)C=C1)(F)F (4-(2,2,2-trifluorethyl)aniline). The solvent is [Cl-].C[Al+]C (dimethylaluminium chloride). The product is FC(CC1=CC=C(C=C1)N1C(C2(CC1)CC(NCC2)=O)=O)(F)F (2-(4-(2,2,2-trifluoroethyl)phenyl)-2,8-diazaspiro[4.5]decane-1,7-dione). Reaction SMILES: C(O[C:4]([C:6]1([CH2:13][CH2:14]OC)[CH2:11][CH2:10][NH:9][C:8](=[O:12])[CH2:7]1)=[O:5])C.[F:17][C:18]([F:28])([F:27])[CH2:19][C:20]1[CH:26]=[CH:25][C:23]([NH2:24])=[CH:22][CH:21]=1>[Cl-].C[Al+]C>[F:17][C:18]([F:27])([F:28])[CH2:19][C:20]1[CH:26]=[CH:25][C:23]([N:24]2[CH2:14][CH2:13][C:6]3([CH2:11][CH2:10][NH:9][C:8](=[O:12])[CH2:7]3)[C:4]2=[O:5])=[CH:22][CH:21]=1 |f:2.3|. Procedure: This material was prepared as a white solid (0.72 g) in analogy to example 1 step D) from 4-(2-methoxy-ethyl)-2-oxo-piperidine-4-carboxylic acid ethyl ester (1.03 g), dimethylaluminium chloride (0.9 M in hexane, 20 ml) and 4-(2,2,2-trifluorethyl)aniline (1.2 g). MS (ESI): 327.13 (MH−). The reactants are C(C)OC(=O)C1=NC(=CC(=C1)C1=CC(=NC=C1)Cl)C (2′-Chloro-6-methyl-[4,4′]bipyridinyl-2-carboxylic acid ethyl ester), NC1=NC=C(C=C1)Cl (2-amino-5chloropyridine). Product: ClC=1C=CC(=NC1)NC(=O)C1=NC(=CC(=C1)C1=CC(=NC=C1)Cl)C (2′-Chloro-6-methyl-[4,4′]bipyridinyl-2-carboxylic acid (5-chloro-pyridin-2-yl)-amide). RXN SMILES: C(O[C:4]([C:6]1[CH:11]=[C:10]([C:12]2[CH:17]=[CH:16][N:15]=[C:14]([Cl:18])[CH:13]=2)[CH:9]=[C:8]([CH3:19])[N:7]=1)=[O:5])C.[NH2:20][C:21]1[CH:26]=[CH:25][C:24]([Cl:27])=[CH:23][N:22]=1>>[Cl:27][C:24]1[CH:25]=[CH:26][C:21]([NH:20][C:4]([C:6]2[CH:11]=[C:10]([C:12]3[CH:17]=[CH:16][N:15]=[C:14]([Cl:18])[CH:13]=3)[CH:9]=[C:8]([CH3:19])[N:7]=2)=[O:5])=[N:22][CH:23]=1. Reported procedure: The title compound, was prepared from 2′-Chloro-6-methyl-[4,4′]bipyridinyl-2-carboxylic acid ethyl ester in accordance with the general method of example 26, step 6 using 2-amino-5chloropyridine instead of 3-chloroaniline to yield the final compound as a white crystalline, MS (ISP): m/e=359.0, 361.1 (M+H)+. The reactants are [BH4-], Cc1cc(N2C(=O)CN(C)C2=O)ccc1OC(F)(F)C(F)F, CC(C)O, [Na+]. Yields the product Cc1cc(N2C(=O)N(C)CC2O)ccc1OC(F)(F)C(F)F. RXN SMILES: [BH4-:23].[CH3:1][N:2]1[C:3](=[O:22])[N:4]([c:8]2[cH:9][c:10]([CH3:21])[c:11]([O:14][C:15]([CH:16]([F:17])[F:18])([F:19])[F:20])[cH:12][cH:13]2)[C:5](=[O:7])[CH2:6]1.[CH:25]([OH:26])([CH3:27])[CH3:28].[Na+:24]>>[CH3:1][N:2]1[C:3](=[O:22])[N:4]([c:8]2[cH:9][c:10]([CH3:21])[c:11]([O:14][C:15]([CH:16]([F:17])[F:18])([F:19])[F:20])[cH:12][cH:13]2)[CH:5]([OH:7])[CH2:6]1. Starting materials: C([O-])([O-])=O.[K+].[K+] (potassium carbonate), FC=1C=C(C=NC1OC)CNC1=NC(=CC=C1)F ((5-fluoro-6-methoxy-pyridin-3-ylmethyl)-(6-fluoro-pyridin-2-yl)-amine), BrN1C(CCC1=O)=O (N-bromosuccinimide). Run in C(C)#N (acetonitrile), C(C)#N (acetonitrile). Conditions: time 4 hour. The product is BrC=1C=CC(=NC1F)NCC=1C=NC(=C(C1)F)OC ((5-bromo-6-fluoro-pyridin-2-yl)-(5-fluoro-6-methoxy-pyridin-3-ylmethyl)-amine). Yield: 85.2%. RXN SMILES: [F:1][C:2]1[CH:3]=[C:4]([CH2:10][NH:11][C:12]2[CH:17]=[CH:16][CH:15]=[C:14]([F:18])[N:13]=2)[CH:5]=[N:6][C:7]=1[O:8][CH3:9].[Br:19]N1C(=O)CCC1=O.C(=O)([O-])[O-].[K+].[K+]>C(#N)C>[Br:19][C:15]1[CH:16]=[CH:17][C:12]([NH:11][CH2:10][C:4]2[CH:5]=[N:6][C:7]([O:8][CH3:9])=[C:2]([F:1])[CH:3]=2)=[N:13][C:14]=1[F:18] |f:2.3.4|. Procedure: To (5-fluoro-6-methoxy-pyridin-3-ylmethyl)-(6-fluoro-pyridin-2-yl)-amine (58, 3.21 g, 12.8 mmol) in 100 mL of acetonitrile, N-bromosuccinimide (2.30 g, 12.9 mmol) in 30 mL of acetonitrile was added slowly at room temperature. The reaction was stirred at room temperature for 4 hours, then poured into aqueous potassium carbonate and extracted with ethyl acetate. The organic layer was dried over sodium sulfate, filtered and the filtrate concentrated under vacuum. The resulting material was purified... Starting materials: CCOc1ccc(C(C)=O)c(O)c1, CO. Product: CCOc1ccc(CC)c(O)c1. Reaction SMILES: [CH2:1]([CH3:2])[O:3][c:4]1[cH:5][c:6]([OH:13])[c:7]([C:10]([CH3:11])=[O:12])[cH:8][cH:9]1.[CH3:14][OH:15]>>[CH2:1]([CH3:2])[O:3][c:4]1[cH:5][c:6]([OH:13])[c:7]([CH2:10][CH3:11])[cH:8][cH:9]1.